From a dataset of the Open Reaction Database (ORD), a public repository of structured organic reaction records. describe an organic reaction: reactants, conditions, products, and yield The reactants are FC(C(=O)O)(F)F.ClC=1C(=C2C(=NC1)NC(=N2)C2=CC=C(C=C2)CN2CCOCC2)N[C@H]2[C@H]([C@@H]1C=C[C@H]2C1)C(=O)N ((1S,2S,3R,4R)-3-[6-Chloro-2-(4-morpholin-4-ylmethyl-phenyl)-3H-imidazo[4,5-b]pyridine-7-ylamino]-bicyclo[2.2.1]hept-5-ene-2-carboxylic acid amide-trifluoroacetate salt), NC1=NC=C(C(=C1N)N[C@@H]1[C@@H]([C@H]2C=C[C@@H]1C2)C(=O)N)Cl ((1R,2R,3S,4S)-3-(2,3-Diamino-5-chloro-pyridin-4-ylamino)-bicyclo[2.2.1]hept-5-ene-2-carboxylic acid amide), CN(C=1C=C(C=O)C=CC1)C (3-Dimethylamino-benzaldehyde). The product is ClC=1C(=C2C(=NC1)NC(=N2)C2=CC(=CC=C2)N(C)C)N[C@@H]2[C@@H]([C@H]1C=C[C@@H]2C1)C(=O)N ((1R,2R,3S,4S)-3-[6-Chloro-2-(3-dimethylamino-phenyl)-3H-imidazo[4,5-b]pyridine-7-ylamino]-bicyclo[2.2.1]hept-5-ene-2-carboxylic acid amide). The yield is 58.0%. Reaction SMILES: FC(F)(F)C(O)=O.[Cl:8][C:9]1[C:10]([NH:31][C@@H:32]2[C@@H:37]3[CH2:38][C@@H:34]([CH:35]=[CH:36]3)[C@@H:33]2[C:39]([NH2:41])=[O:40])=[C:11]2[N:17]=[C:16]([C:18]3[CH:23]=C[C:21]([CH2:24][N:25]4[CH2:30]COC[CH2:26]4)=[CH:20][CH:19]=3)[NH:15][C:12]2=[N:13][CH:14]=1.NC1C(N)=C(N[C@H]2[C@H]3C[C@H](C=C3)[C@H]2C(N)=O)C(Cl)=CN=1.CN(C)C1C=C(C=CC=1)C=O>>[Cl:8][C:9]1[C:10]([NH:31][C@H:32]2[C@H:37]3[CH2:38][C@H:34]([CH:35]=[CH:36]3)[C@H:33]2[C:39]([NH2:41])=[O:40])=[C:11]2[N:17]=[C:16]([C:18]3[CH:19]=[CH:20][CH:21]=[C:24]([N:25]([CH3:30])[CH3:26])[CH:23]=3)[NH:15][C:12]2=[N:13][CH:14]=1 |f:0.1|. Procedure: In the same fashion as for Compound III, (1R,2R,3S,4S)-3-(2,3-Diamino-5-chloro-pyridin-4-ylamino)-bicyclo[2.2.1]hept-5-ene-2-carboxylic acid amide and 3-Dimethylamino-benzaldehyde were reacted to produce the title compound (58%). 1H NMR (d-chloroform): 16.03 (br s, 1H), 8.36 (d, J=9 Hz, 1H), 7.82 (s, 1H), 7.74 (s, 1H), 7.61 (d, J=9 Hz, 1H), 7.45 (t, J=8 Hz, 1H), 7.09 (t, J=8 Hz, 1H), 6.50 (m, 1H), 6.42 (m, 1H), 6.04 (m, 1H), 5.69 (m, 1H), 5.37 (t, J=7 Hz, 1H), 3.17 (s, 1H), 3.13 (s, 6H), 3.04 (s... Reactants: [BH4-], CC(C)=Nn1nnnc1S, CO, [Na+], [Na], C1CCOC1. Yields the product CC(C)Nn1nnnc1S. RXN SMILES: [BH4-:12].[C:2]([CH3:3])([CH3:4])=[N:5][n:6]1[n:7][n:8][n:9][c:10]1[SH:11].[CH3:19][OH:20].[Na+:13].[Na:1].[O:14]1[CH2:15][CH2:16][CH2:17][CH2:18]1>>[CH:2]([CH3:3])([CH3:4])[NH:5][n:6]1[n:7][n:8][n:9][c:10]1[SH:11]. Reactants: compounds, FC1=CC=C(C=C1)NC1=C(CN2C(N(C(C2(C)C)=O)C2=CC(=C(C#N)C=C2)C(F)(F)F)=O)C=CC=C1 (4-{3-[2-(4-fluorophenylamino)benzyl]-4,4-dimethyl-2,5-dioxoimidazolidin-1-yl}-2-trifluoromethylbenzonitrile), C(#N)C1=C(C=C(C=C1)NC1=C(CN2C(N(C(C2(C)C)=O)C2=CC(=C(C#N)C=C2)C(F)(F)F)=O)C=CC=C1)C(F)(F)F (4-{3-[2-(4-cyano-3-trifluoromethylphenylamino)benzyl]-4,4-dimethyl-2,5-dioxoimidazolidin-1-yl}-2-trifluoromethylbenzonitrile). The product is CC1(N(C(N(C1=O)C1=CC(=C(C#N)C=C1)C(F)(F)F)=O)CC1=C(C=CC=C1)NC1=CC=CC=C1)C (4-[4,4-dimethyl-2,5-dioxo-3-(2-phenylaminobenzyl)imidazolidin-1-yl]-2-trifluoromethylbenzonitrile). Reaction SMILES: F[C:2]1[CH:7]=[CH:6][C:5]([NH:8][C:9]2[CH:36]=[CH:35][CH:34]=[CH:33][C:10]=2[CH2:11][N:12]2[C:16]([CH3:18])([CH3:17])[C:15](=[O:19])[N:14]([C:20]3[CH:27]=[CH:26][C:23]([C:24]#[N:25])=[C:22]([C:28]([F:31])([F:30])[F:29])[CH:21]=3)[C:13]2=[O:32])=[CH:4][CH:3]=1.C(C1C=CC(NC2C=CC=CC=2CN2C(C)(C)C(=O)N(C3C=CC(C#N)=C(C(F)(F)F)C=3)C2=O)=CC=1C(F)(F)F)#N>>[CH3:17][C:16]1([CH3:18])[C:15](=[O:19])[N:14]([C:20]2[CH:27]=[CH:26][C:23]([C:24]#[N:25])=[C:22]([C:28]([F:31])([F:29])[F:30])[CH:21]=2)[C:13](=[O:32])[N:12]1[CH2:11][C:10]1[CH:33]=[CH:34][CH:35]=[CH:36][C:9]=1[NH:8][C:5]1[CH:6]=[CH:7][CH:2]=[CH:3][CH:4]=1. Procedure: The compounds of example 2, 4-{3-[2-(4-fluorophenylamino)benzyl]-4,4-dimethyl-2,5-dioxoimidazolidin-1-yl}-2-trifluoromethylbenzonitrile (molecular weight 496.15 (C26H20F4N4O2); retention time Rt=2.25 min. [B]; MS (ESI): 497.28 (MH+), and of examples 3, 4-{3-[2-(4-cyano-3-trifluoromethylphenylamino)benzyl]-4,4-dimethyl-2,5-dioxoimidazolidin-1-yl}-2-trifluoromethylbenzonitrile (molecular weight 571.14 (C28H19F6N5O2); retention time Rt=2.17 min. [B]; MS (ESI): 572.38 (MH+), Reactants: CO, CCC(C)Oc1ccc(C(=O)OC)cc1, [Na+], [OH-]. Product: CCC(C)Oc1ccc(C(=O)O)cc1. Reaction SMILES: [CH3:18][OH:19].[CH3:1][CH:2]([CH2:3][CH3:4])[O:5][c:6]1[cH:7][cH:8][c:9]([C:10](=[O:11])[O:12][CH3:13])[cH:14][cH:15]1.[Na+:17].[OH-:16]>>[CH3:1][CH:2]([CH2:3][CH3:4])[O:5][c:6]1[cH:7][cH:8][c:9]([C:10](=[O:11])[OH:12])[cH:14][cH:15]1. The reactants are CC1=NN=C(O1)C=1C=CC2=C(C(=CO2)C#N)C1 (5-(5-methyl-1,3,4-oxadiazol-2-yl)-1-benzofuran-3-carbonitrile), C(=O)O (formic acid). Reagents/catalysts: [Ni] (Raney-nickel). The solvent is O (water). The product is CC1=NN=C(O1)C=1C=CC2=C(C(=CO2)C=O)C1 (5-(5-methyl-1,3,4-oxadiazol-2-yl)-1-benzofuran-3-carbaldehyde). The yield is 55.0%. As a reaction SMILES: [CH3:1][C:2]1[O:6][C:5]([C:7]2[CH:8]=[CH:9][C:10]3[O:14][CH:13]=[C:12]([C:15]#N)[C:11]=3[CH:17]=2)=[N:4][N:3]=1.C(O)=[O:19]>[Ni].O>[CH3:1][C:2]1[O:6][C:5]([C:7]2[CH:8]=[CH:9][C:10]3[O:14][CH:13]=[C:12]([CH:15]=[O:19])[C:11]=3[CH:17]=2)=[N:4][N:3]=1. Procedure: A mixture of 5-(5-methyl-1,3,4-oxadiazol-2-yl)-1-benzofuran-3-carbonitrile (1.00 g, 4.44 mmol), Raney-nickel (2.0 g), formic acid (16 mL) and water (4 mL) was heated under reflux for 30 min. After cooling, the reaction mixture was filtered, and the filtrate was concentrated under reduced pressure. The residue was diluted with ethyl acetate, washed with water, saturated aqueous sodium hydrogen carbonate solution and saturated brine, dried over anhydrous magnesium sulfate and concentrated under re... The reactants are S(O)(O)(=O)=O (sulfuric acid), FC=1C=CC(=C(C(=O)O)C1)[N+](=O)[O-] (5-fluoro-2-nitrobenzoic acid), C(O)([O-])=O.[Na+] (sodium hydrogencarbonate). Run in CO (methanol). Product: FC=1C=CC(=C(C(=O)OC)C1)[N+](=O)[O-] (methyl 5-fluoro-2-nitrobenzoate). RXN SMILES: S(=O)(=O)(O)O.[F:6][C:7]1[CH:8]=[CH:9][C:10]([N+:16]([O-:18])=[O:17])=[C:11]([CH:15]=1)[C:12]([OH:14])=[O:13].[C:19](=O)([O-])O.[Na+]>CO>[F:6][C:7]1[CH:8]=[CH:9][C:10]([N+:16]([O-:18])=[O:17])=[C:11]([CH:15]=1)[C:12]([O:14][CH3:19])=[O:13] |f:2.3|. Procedure details: 2 ml of concentrated sulfuric acid was added to a methanol (200 ml) solution of 10 g of 5-fluoro-2-nitrobenzoic acid, and heated under reflux for 22 hours. 200 ml of aqueous sodium hydrogencarbonate solution was added to it, and the formed solid was taken out through filtration. This was dried under reduced pressure to obtain 10.7 g of the entitled compound as a yellow solid. Reactants: Clc1ccc(CCBr)c(Cl)c1, COc1ccc(OC)c(Sc2nc3c(N)ncnc3[nH]2)c1. The product is COc1ccc(OC)c(Sc2nc3c(N)ncnc3n2CCc2ccc(Cl)cc2Cl)c1. As a reaction SMILES: [Br:22][CH2:23][CH2:24][c:25]1[c:26]([Cl:32])[cH:27][c:28]([Cl:31])[cH:29][cH:30]1.[CH3:1][O:2][c:3]1[c:4]([S:11][c:12]2[nH:13][c:14]3[n:15][cH:16][n:17][c:18]([NH2:21])[c:19]3[n:20]2)[cH:5][c:6]([O:9][CH3:10])[cH:7][cH:8]1>>[CH3:1][O:2][c:3]1[c:4]([S:11][c:12]2[n:13]([CH2:23][CH2:24][c:25]3[c:26]([Cl:32])[cH:27][c:28]([Cl:31])[cH:29][cH:30]3)[c:14]3[n:15][cH:16][n:17][c:18]([NH2:21])[c:19]3[n:20]2)[cH:5][c:6]([O:9][CH3:10])[cH:7][cH:8]1. Yields the product COCCOc1cc2nccc(Oc3ccc([N+](=O)[O-])c(F)c3)c2cc1C#N. Reactants: COCCOc1cc2nccc(Cl)c2cc1C#N, Clc1ccccc1, O=[N+]([O-])c1ccc(O)cc1F. RXN SMILES: [Cl:1][c:2]1[cH:3][cH:4][n:5][c:6]2[cH:7][c:8]([O:14][CH2:15][CH2:16][O:17][CH3:18])[c:9]([C:12]#[N:13])[cH:10][c:11]12.[Cl:30][c:31]1[cH:32][cH:33][cH:34][cH:35][cH:36]1.[F:19][c:20]1[cH:21][c:22]([OH:29])[cH:23][cH:24][c:25]1[N+:26](=[O:27])[O-:28]>>[c:2]1([O:29][c:22]2[cH:21][c:20]([F:19])[c:25]([N+:26](=[O:27])[O-:28])[cH:24][cH:23]2)[cH:3][cH:4][n:5][c:6]2[cH:7][c:8]([O:14][CH2:15][CH2:16][O:17][CH3:18])[c:9]([C:12]#[N:13])[cH:10][c:11]12. Starting materials: C1(=CC=CC=C1)S(=O)(=O)N1C(=CC=2C1=NC=C(C2)COC)C(CC2CCCC2)O (1-(1-benzenesulfonyl-5-methoxymethyl-1H-pyrrolo[2,3-b]pyridin-2-yl]-2-cyclopentyl-ethanol), CC(=O)OI1(C=2C=CC=CC2C(=O)O1)(OC(=O)C)OC(=O)C (Dess-Martin periodinane). Run in ClCCl (dichloromethane). Conditions: temperature 25 celsius, time 1 hour. Yields the product C1(=CC=CC=C1)S(=O)(=O)N1C(=CC=2C1=NC=C(C2)COC)C(CC2CCCC2)=O (1-(1-benzenesulfonyl-5-methoxymethyl-1H-pyrrolo[2,3-b]pyridin-2-yl]-2-cyclopentyl-ethanone). Isolated yield 99.8%. RXN SMILES: [C:1]1([S:7]([N:10]2[C:14]3=[N:15][CH:16]=[C:17]([CH2:19][O:20][CH3:21])[CH:18]=[C:13]3[CH:12]=[C:11]2[CH:22]([OH:29])[CH2:23][CH:24]2[CH2:28][CH2:27][CH2:26][CH2:25]2)(=[O:9])=[O:8])[CH:6]=[CH:5][CH:4]=[CH:3][CH:2]=1.CC(OI1(OC(C)=O)(OC(C)=O)OC(=O)C2C=CC=CC1=2)=O>ClCCl>[C:1]1([S:7]([N:10]2[C:14]3=[N:15][CH:16]=[C:17]([CH2:19][O:20][CH3:21])[CH:18]=[C:13]3[CH:12]=[C:11]2[C:22](=[O:29])[CH2:23][CH:24]2[CH2:28][CH2:27][CH2:26][CH2:25]2)(=[O:9])=[O:8])[CH:2]=[CH:3][CH:4]=[CH:5][CH:6]=1. Procedure: To a solution of 1-(1-benzenesulfonyl-5-methoxymethyl-1H-pyrrolo[2,3-b]pyridin-2-yl]-2-cyclopentyl-ethanol (710 mg, 1.71 mmol) in dichloromethane (50 mL) was added Dess-Martin periodinane (1.8 g, 4.2 mmol) at 25° C. The reaction mixture was stirred at 25° C. for 1 h and then quenched with a saturated aqueous sodium bicarbonate solution (60 mL). The mixture was extracted with ethyl acetate (250 mL), washed with a saturated aqueous sodium bicarbonate solution (3×50 mL), brine, dried over anhydrous... The reactants are [Si](C)(C)(C(C)(C)C)O[C@@H]1C=C2C=C[C@@H]([C@@H]([C@H]2[C@H](C1)OC(C(CC)OC1=C(C=C(C=C1)F)F)=O)CC[C@@H]1C[C@H](CC(O1)=O)O[Si](C)(C)C(C)(C)C)C ((4R,6R)-6-([1S,2S,6S,8S,8aR]-2-{1,2,6,7,8,8a-Hexahydro-6-t-butyldimethylsilyloxy-8-[(2RS)-2-(2,4-difluorophenoxy)butyryloxy]-2-methyl-1-naphthyl}ethyl)tetrahydro-4-t-butyldimethylsilyloxy-2H-pyran-2-one), solution, [F-].C(CCC)[N+](CCCC)(CCCC)CCCC (tetrabutylammonium fluoride). The solvent is O1CCCC1 (tetrahydrofuran). Yields the product O[C@@H]1C=C2C=C[C@@H]([C@@H]([C@H]2[C@H](C1)OC(C(CC)OC1=C(C=C(C=C1)F)F)=O)CC[C@@H]1C[C@H](CC(O1)=O)O)C ((4R,6R)-6-([1S,2S,6S,8S,8aR]-2-{1,2,6,7,8,8a-Hexahydro-6-hydroxy-8-[(2RS)-2-(2,4-difluorophenoxy)butyryloxy]-2-methyl-1-naphthyl}ethyl)tetrahydro-4-hydroxy-2H-pyran-2-one). The yield is 18.9%. Reaction SMILES: [Si]([O:8][C@H:9]1[CH2:18][C@H:17]([O:19][C:20](=[O:33])[CH:21]([O:24][C:25]2[CH:30]=[CH:29][C:28]([F:31])=[CH:27][C:26]=2[F:32])[CH2:22][CH3:23])[C@H:16]2[C:11]([CH:12]=[CH:13][C@H:14]([CH3:51])[C@@H:15]2[CH2:34][CH2:35][C@H:36]2[O:41][C:40](=[O:42])[CH2:39][C@H:38]([O:43][Si](C(C)(C)C)(C)C)[CH2:37]2)=[CH:10]1)(C(C)(C)C)(C)C.[F-].C([N+](CCCC)(CCCC)CCCC)CCC>O1CCCC1>[OH:8][C@H:9]1[CH2:18][C@H:17]([O:19][C:20](=[O:33])[CH:21]([O:24][C:25]2[CH:30]=[CH:29][C:28]([F:31])=[CH:27][C:26]=2[F:32])[CH2:22][CH3:23])[C@H:16]2[C:11]([CH:12]=[CH:13][C@H:14]([CH3:51])[C@@H:15]2[CH2:34][CH2:35][C@H:36]2[O:41][C:40](=[O:42])[CH2:39][C@H:38]([OH:43])[CH2:37]2)=[CH:10]1 |f:1.2|. Reported procedure: A procedure similar to that described in Example 2, above, was followed, but using 1.24 g of (4R,6R)-6-([1S,2S,6S,8S,8aR]-2-{1,2,6,7,8,8a-hexahydro-6-t-butyldimethylsilyloxy-8-[(2RS)-2-(2,4-difluorophenoxy)butyryloxy]-2-methyl-1-naphthyl}ethyl)tetrahydro-4-t-butyldimethylsilyloxy-2H-pyran-2-one [prepared as described in Example 49, above] and 24.8 ml of a 1.0 molar solution of tetrabutylammonium fluoride in tetrahydrofuran, to give 163 mg of the title compound as white crystals, melting at betwe...